From a dataset of the Open Reaction Database (ORD), a public repository of structured organic reaction records. describe an organic reaction: reactants, conditions, products, and yield Reactants: O([Si](C1=CC=CC=C1)(C1=CC=CC=C1)C(C)(C)C)CC1=NC2=C(N1)C=CC=C2C(=O)OC (methyl 2-tert-butyldiphenylsiloxymethyl-1H-benzimidazole-4-carboxylate), [I-].[Li+] (lithium iodide). The solvent is N1=CC=CC=C1 (pyridine). Yields the product O([Si](C1=CC=CC=C1)(C1=CC=CC=C1)C(C)(C)C)CC1=NC2=C(N1)C=CC=C2C(=O)O (2-tert-butyldiphenylsiloxymethyl-1H-benzimidazole-4-carboxylic acid). Yield: 87.8%. As a reaction SMILES: [O:1]([CH2:19][C:20]1[NH:24][C:23]2[CH:25]=[CH:26][CH:27]=[C:28]([C:29]([O:31]C)=[O:30])[C:22]=2[N:21]=1)[Si:2]([C:15]([CH3:18])([CH3:17])[CH3:16])([C:9]1[CH:14]=[CH:13][CH:12]=[CH:11][CH:10]=1)[C:3]1[CH:8]=[CH:7][CH:6]=[CH:5][CH:4]=1.[I-].[Li+]>N1C=CC=CC=1>[O:1]([CH2:19][C:20]1[NH:24][C:23]2[CH:25]=[CH:26][CH:27]=[C:28]([C:29]([OH:31])=[O:30])[C:22]=2[N:21]=1)[Si:2]([C:15]([CH3:18])([CH3:16])[CH3:17])([C:9]1[CH:10]=[CH:11][CH:12]=[CH:13][CH:14]=1)[C:3]1[CH:8]=[CH:7][CH:6]=[CH:5][CH:4]=1 |f:1.2|. Procedure: To a solution of methyl 2-tert-butyldiphenylsiloxymethyl-1H-benzimidazole-4-carboxylate (500 mg) in pyridine (3 ml) was added lithium iodide (602 mg) under nitrogen at ambient temperature and the mixture was heated to reflux for 3 hours. The reaction mixture was concentrated in vacuo and the residue was dissolved in chloroform. The solution was washed with water and brine and the organic layer was dried over magnesium sulfate. The solvent was evaporated in vacuo and the residue was chromatograph... The product is CCOC(=O)Cn1c2c(c3c(Cl)c(Cl)ccc31)CCN(C(=O)OC(C)(C)C)CC2. Reactants: CCOC(=O)CBr, CC(C)(C)OC(=O)N1CCc2[nH]c3ccc(Cl)c(Cl)c3c2CC1, [H-], [Na+], CN(C)C=O. Reaction SMILES: [Br:26][CH2:27][C:28](=[O:29])[O:30][CH2:31][CH3:32].[Cl:1][c:2]1[c:3]([Cl:23])[c:4]2[c:5]3[c:6]([nH:7][c:8]2[cH:9][cH:10]1)[CH2:11][CH2:12][N:13]([C:16](=[O:17])[O:18][C:19]([CH3:20])([CH3:21])[CH3:22])[CH2:14][CH2:15]3.[H-:24].[Na+:25].[O:33]=[CH:34][N:35]([CH3:36])[CH3:37]>>[Cl:1][c:2]1[c:3]([Cl:23])[c:4]2[c:5]3[c:6]([n:7]([CH2:27][C:28](=[O:29])[O:30][CH2:31][CH3:32])[c:8]2[cH:9][cH:10]1)[CH2:11][CH2:12][N:13]([C:16](=[O:17])[O:18][C:19]([CH3:20])([CH3:21])[CH3:22])[CH2:14][CH2:15]3. As a reaction SMILES: [CH3:1][N:2]([CH2:3][CH2:4][n:5]1[n:6][c:7]2[cH:8][cH:9][c:10]([NH2:14])[cH:11][c:12]2[cH:13]1)[CH3:15].[CH3:33][CH2:34][N:35]=[C:36]=[N:37][CH2:38][CH2:39][CH2:40][N:41]([CH3:42])[CH3:43].[CH3:54][N:55]1[CH2:56][CH2:57][O:58][CH2:59][CH2:60]1.[CH3:61][N:62]([CH3:63])[CH:64]=[O:65].[O:16]([c:17]1[cH:18][cH:19][cH:20][cH:21][cH:22]1)[c:23]1[cH:24][cH:25][c:26]([CH2:29][C:30](=[O:31])[OH:32])[cH:27][cH:28]1.[OH:44][n:45]1[c:46]2[cH:47][cH:48][cH:49][cH:50][c:51]2[n:52][n:53]1>>[CH3:1][N:2]([CH2:3][CH2:4][n:5]1[n:6][c:7]2[cH:8][cH:9][c:10]([NH:14][C:30]([CH2:29][c:26]3[cH:25][cH:24][c:23]([O:16][c:17]4[cH:18][cH:19][cH:20][cH:21][cH:22]4)[cH:28][cH:27]3)=[O:31])[cH:11][c:12]2[cH:13]1)[CH3:15]. The product is CN(C)CCn1cc2cc(NC(=O)Cc3ccc(Oc4ccccc4)cc3)ccc2n1. Starting materials: CN(C)CCn1cc2cc(N)ccc2n1, CCN=C=NCCCN(C)C, CN1CCOCC1, CN(C)C=O, O=C(O)Cc1ccc(Oc2ccccc2)cc1, On1nnc2ccccc21. Starting materials: CC(C)(C)[O-], Cc1ccccc1, Clc1ccc2ccccc2n1, c1cnc(OC2CNC2)c(C2CCOCC2)c1, [Na+], O=C(C=Cc1ccccc1)C=Cc1ccccc1, O=C(C=Cc1ccccc1)C=Cc1ccccc1, O=C(C=Cc1ccccc1)C=Cc1ccccc1, [Pd], [Pd], c1ccc(P(c2ccccc2)c2ccc3ccccc3c2-c2c(P(c3ccccc3)c3ccccc3)ccc3ccccc23)cc1. The product is c1cnc(OC2CN(c3ccc4ccccc4n3)C2)c(C2CCOCC2)c1. Reaction SMILES: [CH3:75][C:76]([CH3:77])([O-:78])[CH3:79].[CH3:81][c:82]1[cH:83][cH:84][cH:85][cH:86][cH:87]1.[Cl:18][c:19]1[n:20][c:21]2[cH:22][cH:23][cH:24][cH:25][c:26]2[cH:27][cH:28]1.[NH:1]1[CH2:2][CH:3]([O:5][c:6]2[n:7][cH:8][cH:9][cH:10][c:11]2[CH:12]2[CH2:13][CH2:14][O:15][CH2:16][CH2:17]2)[CH2:4]1.[Na+:80].[O:108]=[C:109]([CH:110]=[CH:111][c:112]1[cH:113][cH:114][cH:115][cH:116][cH:117]1)[CH:118]=[CH:119][c:120]1[cH:121][cH:122][cH:123][cH:124][cH:125]1.[O:126]=[C:127]([CH:128]=[CH:129][c:130]1[cH:131][cH:132][cH:133][cH:134][cH:135]1)[CH:136]=[CH:137][c:138]1[cH:139][cH:140][cH:141][cH:142][cH:143]1.[O:90]=[C:91]([CH:92]=[CH:93][c:94]1[cH:95][cH:96][cH:97][cH:98][cH:99]1)[CH:100]=[CH:101][c:102]1[cH:103][cH:104][cH:105][cH:106][cH:107]1.[Pd:88].[Pd:89].[c:29]1([P:30]([c:31]2[cH:32][cH:33][cH:34][cH:35][cH:36]2)[c:37]2[cH:38][cH:39][c:40]3[c:41]([cH:42][cH:43][cH:44][cH:45]3)[c:46]2-[c:47]2[c:48]3[c:49]([cH:50][cH:51][cH:52][cH:53]3)[cH:54][cH:55][c:56]2[P:57]([c:58]2[cH:59][cH:60][cH:61][cH:62][cH:63]2)[c:64]2[cH:65][cH:66][cH:67][cH:68][cH:69]2)[cH:70][cH:71][cH:72][cH:73][cH:74]1>>[N:1]1([c:19]2[n:20][c:21]3[cH:22][cH:23][cH:24][cH:25][c:26]3[cH:27][cH:28]2)[CH2:2][CH:3]([O:5][c:6]2[n:7][cH:8][cH:9][cH:10][c:11]2[CH:12]2[CH2:13][CH2:14][O:15][CH2:16][CH2:17]2)[CH2:4]1.